This data is from the Open Reaction Database (ORD), a public repository of structured organic reaction records. The task is: describe an organic reaction: reactants, conditions, products, and yield Reactants: [N+](=O)([O-])C1=CC=C(C=C1)SCCCCO (4-(4-nitrophenylthio)-1-butanol), C([O-])([O-])=O.[K+].[K+] (potassium carbonate), C(C1=CC=CC=C1)Br (benzylbromide). The solvent is CC(=O)C (acetone), CC(=O)C (acetone). The product is [N+](=O)([O-])C1=CC=C(C=C1)SCCCCOCC1=CC=CC=C1 (1-Nitro-4-[[4-(phenylmethoxy)butyl]thio]benzene). As a reaction SMILES: [N+:1]([C:4]1[CH:9]=[CH:8][C:7]([S:10][CH2:11][CH2:12][CH2:13][CH2:14][OH:15])=[CH:6][CH:5]=1)([O-:3])=[O:2].C(=O)([O-])[O-].[K+].[K+].[CH2:22](Br)[C:23]1[CH:28]=[CH:27][CH:26]=[CH:25][CH:24]=1>CC(C)=O>[N+:1]([C:4]1[CH:5]=[CH:6][C:7]([S:10][CH2:11][CH2:12][CH2:13][CH2:14][O:15][CH2:22][C:23]2[CH:28]=[CH:27][CH:26]=[CH:25][CH:24]=2)=[CH:8][CH:9]=1)([O-:3])=[O:2] |f:1.2.3|. Procedure details: A mixture of 4-(4-nitrophenylthio)-1-butanol (10 mmol) and potassium carbonate (20 mmol) in acetone (100 mL) is treated with a solution of benzylbromide (11 mmol) in acetone (50 mL). When the addition is completed the mixture is heated at reflux temperature for 18 hrs, cooled, filtered, and the filtrate is concentrated to obtain the title compound. Starting materials: COC=1C(=CC=2C3=C(C=NC2C1)NN=C3)OC (7,8-Dimethoxy-3H-pyrazolo[3,4-c]quinoline), BrBr (Bromine). Run in O (water). Reaction conditions: time 1 hour. The product is BrC1=NNC=2C=NC=3C=C(C(=CC3C21)OC)OC (1-bromo-7,8-dimethoxy-3H-pyrazolo[3,4-c]quinoline). The yield is 95.0%. RXN SMILES: [CH3:1][O:2][C:3]1[C:4]([O:16][CH3:17])=[CH:5][C:6]2[C:7]3[CH:15]=[N:14][NH:13][C:8]=3[CH:9]=[N:10][C:11]=2[CH:12]=1.[Br:18]Br>O>[Br:18][C:15]1[C:7]2[C:6]3[CH:5]=[C:4]([O:16][CH3:17])[C:3]([O:2][CH3:1])=[CH:12][C:11]=3[N:10]=[CH:9][C:8]=2[NH:13][N:14]=1. Reported procedure: 7,8-Dimethoxy-3H-pyrazolo[3,4-c]quinoline (500 mg, 2.18 mmol) is dissolved in water (40 ml). Bromine (220 μl, 4.36 mmol) is subsequently added dropwise at room temperature with exclusion of light. The reaction solution is then stirred for 1 h. When the reaction is complete, the mixture is evaporated to dryness in vacuo, giving 1-bromo-7,8-dimethoxy-3H-pyrazolo[3,4-c]quinoline (752 mg, purity 85%, 2.07 mmol) as a solid. MS: 308.0/310.0 (M+H+, monobromo isotope distribution), TLC (HPTLC): Rf=0.50 ... Reaction SMILES: [Br:24][CH2:25][CH2:26][CH2:27][Br:28].[Cl:3][c:4]1[cH:5][c:6]([CH2:19][C:20](=[O:21])[O:22][CH3:23])[cH:7][cH:8][c:9]1[B:10]1[O:11][C:12]([CH3:17])([CH3:18])[C:13]([CH3:15])([CH3:16])[O:14]1.[H-:1].[Na+:2].[O:29]=[CH:30][N:31]([CH3:32])[CH3:33]>>[Cl:3][c:4]1[cH:5][c:6]([CH:19]([C:20](=[O:21])[O:22][CH3:23])[CH2:27][CH2:26][CH2:25][Br:24])[cH:7][cH:8][c:9]1[B:10]1[O:11][C:12]([CH3:17])([CH3:18])[C:13]([CH3:15])([CH3:16])[O:14]1. The product is COC(=O)C(CCCBr)c1ccc(B2OC(C)(C)C(C)(C)O2)c(Cl)c1. Reactants: BrCCCBr, COC(=O)Cc1ccc(B2OC(C)(C)C(C)(C)O2)c(Cl)c1, [H-], [Na+], CN(C)C=O. Reactants: NC=1C=C(C=C(C1)O)O (5-aminobenzene-1,3-diol), C(O)([O-])=O.[Na+] (sodium hydrogencarbonate), ClC(=O)OCC1=CC=CC=C1 (benzyl chloroformate). The solvent is C1CCOC1.O (THF water). Conditions: time 3 hour. Yields the product OC=1C=C(C=C(C1)O)NC(OCC1=CC=CC=C1)=O (benzyl N-(3,5-dihydroxyphenyl)carbamate). As a reaction SMILES: [NH2:1][C:2]1[CH:3]=[C:4]([OH:9])[CH:5]=[C:6]([OH:8])[CH:7]=1.C(=O)([O-])O.[Na+].Cl[C:16]([O:18][CH2:19][C:20]1[CH:25]=[CH:24][CH:23]=[CH:22][CH:21]=1)=[O:17]>C1COCC1.O>[OH:9][C:4]1[CH:3]=[C:2]([NH:1][C:16](=[O:17])[O:18][CH2:19][C:20]2[CH:25]=[CH:24][CH:23]=[CH:22][CH:21]=2)[CH:7]=[C:6]([OH:8])[CH:5]=1 |f:1.2,4.5|. Procedure details: To a mixture of 5-aminobenzene-1,3-diol (0.60 g, 3.7 mmole) and sodium hydrogencarbonate (1.4 g, 16 mmole) in THF/water (15 mL, 1:1 v/v) was added dropwise benzyl chloroformate 1.6 mL, 11 mmole). After 3 h at rt, THF was removed under vacuum and the remaining aqueous layer was extracted with ethyl acetate. Purification by column chromatograpy over silica gel provided benzyl N-(3,5-dihydroxyphenyl)carbamate. 1H NMR (CD3OD): δ 7.42–7.25 (m, 5H), 6.46 (d, 2H, J=2.4 Hz), 5.97–5.94 (m, 1H), 5.14 (s, ...